describe an organic reaction: reactants, conditions, products, and yield From a dataset of the Open Reaction Database (ORD), a public repository of structured organic reaction records. The yield is 69.7%. Solvent: C(C)#N (acetonitrile). Starting materials: C(C1=CC=CC=C1)OC1=C(C=C2C(=CN(C2=C1)C)C1=CC=2C(=NC=CC2)N1S(=O)(=O)C1=CC=C(C=C1)C)OC (2-(6-benzyloxy-5-methoxy-1-methyl-1H-indol-3-yl)-1-(toluene-4-sulfonyl)-1H-pyrrolo[2,3-b]pyridine), C[Si](C)(C)I (trimethylsilyl iodide). Reaction conditions: temperature 50 celsius. As a reaction SMILES: C([O:8][C:9]1[CH:17]=[C:16]2[C:12]([C:13]([C:19]3[N:27]([S:28]([C:31]4[CH:36]=[CH:35][C:34]([CH3:37])=[CH:33][CH:32]=4)(=[O:30])=[O:29])[C:22]4=[N:23][CH:24]=[CH:25][CH:26]=[C:21]4[CH:20]=3)=[CH:14][N:15]2[CH3:18])=[CH:11][C:10]=1[O:38][CH3:39])C1C=CC=CC=1.C[Si](I)(C)C>C(#N)C>[CH3:39][O:38][C:10]1[CH:11]=[C:12]2[C:16](=[CH:17][C:9]=1[OH:8])[N:15]([CH3:18])[CH:14]=[C:13]2[C:19]1[N:27]([S:28]([C:31]2[CH:32]=[CH:33][C:34]([CH3:37])=[CH:35][CH:36]=2)(=[O:30])=[O:29])[C:22]2=[N:23][CH:24]=[CH:25][CH:26]=[C:21]2[CH:20]=1. Yields the product COC=1C=C2C(=CN(C2=CC1O)C)C1=CC=2C(=NC=CC2)N1S(=O)(=O)C1=CC=C(C=C1)C (5-methoxy-1-methyl-3-[1-(toluene-4-sulfonyl)-1H-pyrrolo[2,3-b]pyridin-2-yl]-1H-indol-6-ol). Procedure: A solution of 2-(6-benzyloxy-5-methoxy-1-methyl-1H-indol-3-yl)-1-(toluene-4-sulfonyl)-1H-pyrrolo[2,3-b]pyridine (1.5 g; 2.79 mmol) in acetonitrile (120 ml) is placed in a 250 ml three-necked flask at 20° C., and then trimethylsilyl iodide (0.956 ml; 6.97 mmol) is added dropwise. The reaction mixture is heated at 50° C. for 4 hours and is then evaporated to dryness under reduced pressure. The evaporation residue is taken up in dichloromethane (200 ml) and then washed with distilled water (1×200 m... Starting materials: ClC1=C(C(=CC=C1F)Cl)\C=N\N1C=CC2=NC=C(C=C21)C=2C=NN(C2)C2CCNCC2 (N-[(E)-(2,6-dichloro-3-fluorophenyl)methylidene]-6-[1-(piperidin-4-yl)-1H-pyrazol-4-yl]-1H-pyrrolo[3,2-b]pyridin-1-amine), [BH4-].[Na+] (NaBH4). Run in C(=O)(O)[O-].[Na+] (NaHCO3), CO (MeOH). Yields the product ClC1=C(CNN2C=CC3=NC=C(C=C32)C=3C=NN(C3)C3CCNCC3)C(=CC=C1F)Cl (N-(2,6-dichloro-3-fluorobenzyl)-6-[1-(piperidin-4-yl)-1H-pyrazol-4-yl]-1H-pyrrolo[3,2-b]pyridin-1-amine). RXN SMILES: [Cl:1][C:2]1[C:7]([F:8])=[CH:6][CH:5]=[C:4]([Cl:9])[C:3]=1/[CH:10]=[N:11]/[N:12]1[C:20]2[C:15](=[N:16][CH:17]=[C:18]([C:21]3[CH:22]=[N:23][N:24]([CH:26]4[CH2:31][CH2:30][NH:29][CH2:28][CH2:27]4)[CH:25]=3)[CH:19]=2)[CH:14]=[CH:13]1.[BH4-].[Na+]>CO.C([O-])(O)=O.[Na+]>[Cl:1][C:2]1[C:7]([F:8])=[CH:6][CH:5]=[C:4]([Cl:9])[C:3]=1[CH2:10][NH:11][N:12]1[C:20]2[C:15](=[N:16][CH:17]=[C:18]([C:21]3[CH:22]=[N:23][N:24]([CH:26]4[CH2:31][CH2:30][NH:29][CH2:28][CH2:27]4)[CH:25]=3)[CH:19]=2)[CH:14]=[CH:13]1 |f:1.2,4.5|. Procedure: A solution of N-[(E)-(2,6-dichloro-3-fluorophenyl)methylidene]-6-[1-(piperidin-4-yl)-1H-pyrazol-4-yl]-1H-pyrrolo[3,2-b]pyridin-1-amine (35 mg, 0.063 mmol) in MeOH (5 mL) was treated with excess amount of NaBH4 under reflux. HPLC check indicated disappearance of the starting material. The mixture was diluted with aqueous NaHCO3, and extracted with ethyl acetate. The organic solution was dried and evaporated. Reactants: N#Cc1cc2ccccc2n1-c1ccc(CO)cc1, C1CCOC1. Yields the product N#Cc1cc2ccccc2n1-c1ccc(C=O)cc1. As a reaction SMILES: [C:1](#[N:2])[c:3]1[n:4](-[c:12]2[cH:13][cH:14][c:15]([CH2:18][OH:19])[cH:16][cH:17]2)[c:5]2[cH:6][cH:7][cH:8][cH:9][c:10]2[cH:11]1.[O:20]1[CH2:21][CH2:22][CH2:23][CH2:24]1>>[C:1](#[N:2])[c:3]1[n:4](-[c:12]2[cH:13][cH:14][c:15]([CH:18]=[O:19])[cH:16][cH:17]2)[c:5]2[cH:6][cH:7][cH:8][cH:9][c:10]2[cH:11]1. Reactants: COCC1=CC=C(S1)CN1N=CC(=N1)[N+](=O)[O-] (2-((5-(methoxymethyl)thiophen-2-yl)methyl)-4-nitro-2H-1,2,3-triazole), [NH4+].[Cl-] (NH4Cl), N#N (N2). The reagents and catalysts are [Fe] (iron). Solvent: CCO (EtOH), O (water). Run at temperature 50 celsius, time 30 minute. Product: COCC1=CC=C(S1)CN1N=CC(=N1)N (2-((5-(Methoxymethyl)thiophen-2-yl)methyl)-2H-1,2,3-triazol-4-amine). RXN SMILES: N#N.[CH3:3][O:4][CH2:5][C:6]1[S:10][C:9]([CH2:11][N:12]2[N:16]=[C:15]([N+:17]([O-])=O)[CH:14]=[N:13]2)=[CH:8][CH:7]=1.[NH4+].[Cl-]>CCO.O.[Fe]>[CH3:3][O:4][CH2:5][C:6]1[S:10][C:9]([CH2:11][N:12]2[N:16]=[C:15]([NH2:17])[CH:14]=[N:13]2)=[CH:8][CH:7]=1 |f:2.3|. Reported procedure: In a flame dried round-bottomed flask equipped with a magnetic stir bar and under inert atmosphere (N2), a mixture of 2-((5-(methoxymethyl)thiophen-2-yl)methyl)-4-nitro-2H-1,2,3-triazole (169 mg, 0.67 mmol), iron powder (131 mg, 2.33 mmol) and NH4Cl (215 mg, 3.99 mmol) in a mixture of EtOH (4.6 mL) and water (2.4 mL) was stirred at 50° C. for 30 min. The reaction mixture was filtered while hot and concentrated under reduced pressure. CH2Cl2 (20 mL) was added followed by 3N NaOH (5 mL). The layer... Reactants: O=C([O-])[O-], CN(C)C=O, [K+], [K+], OCc1csc(=S)n1-c1ccc(F)c(F)c1F. The product is Fc1ccc2c(c1F)OCc1csc(=S)n1-2. Reaction SMILES: [C:18](=[O:19])([O-:20])[O-:21].[CH3:24][N:25]([CH3:26])[CH:27]=[O:28].[K+:22].[K+:23].[OH:1][CH2:2][c:3]1[n:4](-[c:9]2[c:10]([F:17])[c:11]([F:16])[c:12]([F:15])[cH:13][cH:14]2)[c:5](=[S:8])[s:6][cH:7]1>>[O:1]1[CH2:2][c:3]2[n:4]([c:5](=[S:8])[s:6][cH:7]2)-[c:9]2[c:10]1[c:11]([F:16])[c:12]([F:15])[cH:13][cH:14]2. Starting materials: Cl.C(C)N(CC=CCC1=CC=C(C=C1)[N+](=O)[O-])CC (N,N-diethyl-4-(4-nitrophenyl)-2-buten-1-amine hydrochloride). Reagents/catalysts: [Fe] (iron). The solvent is C(C)(=O)O (acetic acid), O (water). Reaction conditions: time 2 hour. Yields the product C(C)N(CC=CCC1=CC=C(C=C1)N)CC (N,N-Diethyl-4-(4-aminophenyl)-2-buten-1-amine). As a reaction SMILES: Cl.[CH2:2]([N:4]([CH2:18][CH3:19])[CH2:5][CH:6]=[CH:7][CH2:8][C:9]1[CH:14]=[CH:13][C:12]([N+:15]([O-])=O)=[CH:11][CH:10]=1)[CH3:3]>C(O)(=O)C.O.[Fe]>[CH2:18]([N:4]([CH2:2][CH3:3])[CH2:5][CH:6]=[CH:7][CH2:8][C:9]1[CH:14]=[CH:13][C:12]([NH2:15])=[CH:11][CH:10]=1)[CH3:19] |f:0.1|. Procedure: To a solution of 25 g (0.45 mole) of iron filings in 200 ml acetic acid, add a solution of 8.5 g (0.03 mole) N,N-diethyl-4-(4-nitrophenyl)-2-buten-1-amine hydrochloride in 50 ml water. Temperature rises to about 40° C., stir for 2 hr then filter off the excess iron. Adjust the pH of the filtrate to about 12 with sodium hydroxide, and extract with 3×100 ml methylene chloride. Take the combined extracts, dry over Na2SO4, then treat with charcoal. Evaporate the solvent to provide the title compound... Reaction SMILES: [NH2:1][C:2]1[CH:16]=[CH:15][C:5]([C:6]([NH:8][NH:9][CH2:10][CH2:11][C:12]([OH:14])=[O:13])=[O:7])=[CH:4][CH:3]=1.[CH2:17](O)[C:18]1[CH:23]=[CH:22][CH:21]=[CH:20][CH:19]=1.C1(C)C=CC(S(O)(=O)=O)=CC=1>>[CH2:17]([O:13][C:12](=[O:14])[CH2:11][CH2:10][NH:9][NH:8][C:6](=[O:7])[C:5]1[CH:4]=[CH:3][C:2]([NH2:1])=[CH:16][CH:15]=1)[C:18]1[CH:23]=[CH:22][CH:21]=[CH:20][CH:19]=1. Yields the product C(C1=CC=CC=C1)OC(CCNNC(C1=CC=C(C=C1)N)=O)=O (N-(p-aminobenzamido)-β-alanine benzyl ester). Procedure: N-(p-Aminobenzamido)-β-alanine is reacted with benzyl alcohol and p-toluenesulphonic acid to give N-(p-aminobenzamido)-β-alanine benzyl ester, m.p. 96°-97° C. Starting materials: NC1=CC=C(C(=O)NNCCC(=O)O)C=C1 (N-(p-Aminobenzamido)-β-alanine), C(C1=CC=CC=C1)O (benzyl alcohol), C1(=CC=C(C=C1)S(=O)(=O)O)C (p-toluenesulphonic acid). The reactants are O (water), N(C1=CC=CC=C1)C1=CC=C(C=C1)O (4-anilinophenol), [Si](C)(C)(C(C)(C)C)Cl (tert-butyl(dimethyl)silyl chloride), N1C=NC=C1 (imidazole). Run in C(C)#N (acetonitrile). Reaction conditions: temperature 70 celsius, time 4 hour. Yields the product [Si](C)(C)(C(C)(C)C)OC1=CC=C(NC2=CC=CC=C2)C=C1 (4-{[tert-Butyl(dimethyl)silyl]oxy}-N-phenylaniline). Reaction SMILES: [NH:1]([C:8]1[CH:13]=[CH:12][C:11]([OH:14])=[CH:10][CH:9]=1)[C:2]1[CH:7]=[CH:6][CH:5]=[CH:4][CH:3]=1.N1C=CN=C1.[Si:20](Cl)([C:23]([CH3:26])([CH3:25])[CH3:24])([CH3:22])[CH3:21].O>C(#N)C>[Si:20]([O:14][C:11]1[CH:10]=[CH:9][C:8]([NH:1][C:2]2[CH:7]=[CH:6][CH:5]=[CH:4][CH:3]=2)=[CH:13][CH:12]=1)([C:23]([CH3:26])([CH3:25])[CH3:24])([CH3:22])[CH3:21]. Procedure details: To a solution of 12 g of 4-anilinophenol (64.7 mmol) in 200 mL of acetonitrile there are added, at ambient temperature, 6.7 g of imidazole (97.05 mmol) and 11.7 g of tert-butyl(dimethyl)silyl chloride (77.64 mmol). The batch is stirred at 70° C. for 4 hours. The reaction mixture is then poured into water and extracted with ether. The organic phase is then dried over MgSO4, then filtered and evaporated to dryness. The crude product thereby obtained is then purified by chromatography over silica g...